This data is from the Open Reaction Database (ORD), a public repository of structured organic reaction records. The task is: describe an organic reaction: reactants, conditions, products, and yield Starting materials: C1(CCCC1)OC=1C=C(C=O)C(=CC1OC)F (3-cyclopentyloxy-6-fluoro-4-methoxybenzaldehyde), S(N)(O)(=O)=O (sulfamic acid), Cl(=O)[O-].[Na+] (sodium chlorite). The solvent is C(C)(=O)O (acetic acid), O (water), O (water). Reaction conditions: temperature 0 celsius, time 10 minute. The product is C1(CCCC1)OC=1C=C(C(=O)O)C(=CC1OC)F (3-cyclopentyloxy-6-fluoro-4-methoxybenzoic acid). The yield is 58.9%. Reaction SMILES: [CH:1]1([O:6][C:7]2[CH:8]=[C:9]([C:12]([F:17])=[CH:13][C:14]=2[O:15][CH3:16])[CH:10]=[O:11])[CH2:5][CH2:4][CH2:3][CH2:2]1.S(=O)(=O)([OH:20])N.Cl([O-])=O.[Na+]>C(O)(=O)C.O>[CH:1]1([O:6][C:7]2[CH:8]=[C:9]([C:12]([F:17])=[CH:13][C:14]=2[O:15][CH3:16])[C:10]([OH:20])=[O:11])[CH2:5][CH2:4][CH2:3][CH2:2]1 |f:2.3|. Procedure: A solution of 3-cyclopentyloxy-6-fluoro-4-methoxybenzaldehyde (1.4 g) in glacial acetic acid (20 mL) is treated with sulfamic acid (0.82 g) at room temperature and stirred for 10 minutes. The resulting yellow solution is cooled to 0° C. and treated with a solution of sodium chlorite (0.69 g of an 80% pure sample) in water (20 mL) during 10 minutes. The resulting yellow suspension is stirred at room temperature for 3 hours, poured into water (100 mL) and filtered to give 3-cyclopentyloxy-6-fluoro... Reaction SMILES: C([O:3][C:4]([C:6]1[CH:21]=[CH:20][C:9]([O:10][C:11]2[CH:19]=[CH:18][CH:17]=[CH:16][C:12]=2[C:13](O)=[O:14])=[CH:8][CH:7]=1)=O)C.[H-].[Al+3].[Li+].[H-].[H-].[H-]>O1CCCC1>[OH:14][CH2:13][C:12]1[CH:16]=[CH:17][CH:18]=[CH:19][C:11]=1[O:10][C:9]1[CH:20]=[CH:21][C:6]([CH2:4][OH:3])=[CH:7][CH:8]=1 |f:1.2.3.4.5.6|. Isolated yield 88.8%. Reactants: C(C)OC(=O)C1=CC=C(OC2=C(C(=O)O)C=CC=C2)C=C1 (2-(4'-ethoxycarbonylphenoxy)benzoic acid), [H-].[Al+3].[Li+].[H-].[H-].[H-] (lithium aluminum hydride). Procedure: A solution of 2-(4'-ethoxycarbonylphenoxy)benzoic acid (35 g) in dry tetrahydrofuran (120 ml) was added dropwise to a stirred suspension of lithium aluminum hydride (9.3 g) in dry tetrahydrofuran (300 ml) at room temperature. After the addition, the mixture was refluxed with stirring for 4 hours, and then the excess of lithium aluminum hydride was destroyed by cautious addition of water. The mixture was concentrated and dilute hydrochloric acid was added to the residue. The resulting mixture was... The solvent is O1CCCC1 (tetrahydrofuran), O1CCCC1 (tetrahydrofuran). Product: OCC1=C(OC2=CC=C(CO)C=C2)C=CC=C1 (4-(2'-hydroxymethylphenoxy)benzyl alcohol). Conditions: time 4 hour.